Dataset: the Open Reaction Database (ORD), a public repository of structured organic reaction records. Task: describe an organic reaction: reactants, conditions, products, and yield The reactants are C(C)(C)(C)OC(=O)N1CCC(CC1)NCC=1C2=C(C=NC1)N=C(N2CC)C2=NON=C2N (4-{[2-(4-Amino-furazan-3-yl)-1-ethyl-1H-imidazo[4,5-c]pyridin-7-ylmethyl]-amino}-piperidine-1-carboxylic acid tert-butyl ester), FC(C(=O)O)(F)F (trifluoroacetic acid). Run in CO (methanol), ClCCl (dichoromethane). Reaction conditions: time 2 hour. The product is NC=1C(=NON1)C=1N(C2=C(C=NC=C2CNC2CCNCC2)N1)CC ([2-(4-Amino-furazan-3-yl)-1-ethyl-1H-imidazo[4,5-c]pyridin-7-ylmethyl]-piperidin-4-yl-amine). The yield is 91.1%. As a reaction SMILES: C(OC([N:8]1[CH2:13][CH2:12][CH:11]([NH:14][CH2:15][C:16]2[C:17]3[N:24]([CH2:25][CH3:26])[C:23]([C:27]4[C:31]([NH2:32])=[N:30][O:29][N:28]=4)=[N:22][C:18]=3[CH:19]=[N:20][CH:21]=2)[CH2:10][CH2:9]1)=O)(C)(C)C.FC(F)(F)C(O)=O>ClCCl.CO>[NH2:32][C:31]1[C:27]([C:23]2[N:24]([CH2:25][CH3:26])[C:17]3[C:16]([CH2:15][NH:14][CH:11]4[CH2:12][CH2:13][NH:8][CH2:9][CH2:10]4)=[CH:21][N:20]=[CH:19][C:18]=3[N:22]=2)=[N:28][O:29][N:30]=1. Procedure details: A solution of the product from Step 2 (0.075 g, 0.17 mmol) in dichoromethane (1 ml) was treated with trifluoroacetic acid (1 ml). After 2 hours the reaction was reduced in vacuo, dissolved in methanol and applied to a SCX ion exchange column and eluted with methanol and then a mixture of methanol/0.880 ammonia (9:1). The basic fractions were then reduced to afford the title compound, (0.053 g, 91%); MS (ES+) m/e 343 [M+H]+. Reactants: COCCN1N=C(C=C1)N (1-(2-methoxy-ethyl)-1H-pyrazol-3-ylamine), N1=C(C=CC=C1C)C (2,6-lutidine), ClC=1C=C(C=CC1S(=O)(=O)C)[C@H](C(=O)Cl)C[C@@H]1CC(CC1)=O ((R)-2-(3-chloro-4-methanesulfonyl-phenyl)-3-((R)-3-oxo-cyclopentyl)-propionyl chloride). Run in C(Cl)Cl (methylene chloride), C(Cl)Cl (methylene chloride), C(Cl)Cl (methylene chloride). Run at temperature 25 celsius, time 16 hour. Product: ClC=1C=C(C=CC1S(=O)(=O)C)[C@H](C(=O)NC1=NN(C=C1)CCOC)C[C@@H]1CC(CC1)=O ((R)-2-(3-chloro-4-methanesulfonyl-phenyl)-N-[1-(2-methoxy-ethyl)-1H-pyrazol-3-yl]-3-((R)-3-oxo-cyclopentyl)-propionamide). The yield is 76.0%. Reaction SMILES: [CH3:1][O:2][CH2:3][CH2:4][N:5]1[CH:9]=[CH:8][C:7]([NH2:10])=[N:6]1.N1C(C)=CC=CC=1C.[Cl:19][C:20]1[CH:21]=[C:22]([C@@H:30]([CH2:34][C@H:35]2[CH2:39][CH2:38][C:37](=[O:40])[CH2:36]2)[C:31](Cl)=[O:32])[CH:23]=[CH:24][C:25]=1[S:26]([CH3:29])(=[O:28])=[O:27]>C(Cl)Cl>[Cl:19][C:20]1[CH:21]=[C:22]([C@@H:30]([CH2:34][C@H:35]2[CH2:39][CH2:38][C:37](=[O:40])[CH2:36]2)[C:31]([NH:10][C:7]2[CH:8]=[CH:9][N:5]([CH2:4][CH2:3][O:2][CH3:1])[N:6]=2)=[O:32])[CH:23]=[CH:24][C:25]=1[S:26]([CH3:29])(=[O:28])=[O:27]. Procedure: In a round bottom flask was placed 1-(2-methoxy-ethyl)-1H-pyrazol-3-ylamine (prepared in Example 72, 32 mg, 0.22 mmol), 2,6-lutidine (35 μL, 0.30 mmol) and methylene chloride (5 mL) which was then cooled to 0° C. in an ice bath. To this solution was then added dropwise a solution of (R)-2-(3-chloro-4-methanesulfonyl-phenyl)-3-((R)-3-oxo-cyclopentyl)-propionyl chloride in methylene chloride (prepared as in Example 96, ˜0.10 M solution, 2 mL, 0.20 mmol). The reaction was then allowed to warm up to... Reactants: BrC=1C=C(C=NC1Cl)C(=O)O (5-bromo-6-chloro-3-pyridinecarboxylic acid), Cl.N[C@H]1[C@@H](CCCC1)O ((1R,2R)-2-amino-cyclohexanol hydrochloride), C1(CCC1)CO (cyclobutanemethanol), ClC1=CC=C(C=C1)B(O)O ((4-chloro-phenyl)-boronic acid). Yields the product ClC1=CC=C(C=C1)C=1C(=NC=C(C(=O)N[C@H]2[C@@H](CCCC2)O)C1)OCC1CCC1 (5-(4-chloro-phenyl)-6-cyclobutylmethoxy-N-((1R,2R)-2-hydroxy-cyclohexyl)-nicotinamide). Reaction SMILES: Br[C:2]1[CH:3]=[C:4]([C:9]([OH:11])=O)[CH:5]=[N:6][C:7]=1Cl.[CH:12]1([CH2:16][OH:17])[CH2:15][CH2:14][CH2:13]1.[Cl:18][C:19]1[CH:24]=[CH:23][C:22](B(O)O)=[CH:21][CH:20]=1.Cl.[NH2:29][C@@H:30]1[CH2:35][CH2:34][CH2:33][CH2:32][C@H:31]1[OH:36]>>[Cl:18][C:19]1[CH:24]=[CH:23][C:22]([C:2]2[C:7]([O:17][CH2:16][CH:12]3[CH2:15][CH2:14][CH2:13]3)=[N:6][CH:5]=[C:4]([CH:3]=2)[C:9]([NH:29][C@@H:30]2[CH2:35][CH2:34][CH2:33][CH2:32][C@H:31]2[OH:36])=[O:11])=[CH:21][CH:20]=1 |f:3.4|. Procedure details: The title compound was synthesized in analogy to Example 75, using 5-bromo-6-chloro-3-pyridinecarboxylic acid, cyclobutanemethanol, (4-chloro-phenyl)-boronic acid and (1R,2R)-2-amino-cyclohexanol hydrochloride as starting materials to yield 5-(4-chloro-phenyl)-6-cyclobutylmethoxy-N-((1R,2R)-2-hydroxy-cyclohexyl)-nicotinamide. MS (ISP) 415.4 (M+H)+.